From a dataset of the Open Reaction Database (ORD), a public repository of structured organic reaction records. describe an organic reaction: reactants, conditions, products, and yield Yields the product C[Si](C)(C)C#Cc1c[se]cc1Br. The reactants are Brc1c[se]cc1Br, COC(C)(C)C, CCNCC, C#C[Si](C)(C)C, [Cu]I, CN(C)C=O, c1ccc(P(c2ccccc2)c2ccccc2)cc1. RXN SMILES: [Br:1][c:2]1[cH:3][se:4][cH:5][c:6]1[Br:7].[C:38]([O:39][CH3:40])([CH3:41])([CH3:42])[CH3:43].[CH2:27]([NH:28][CH2:29][CH3:30])[CH3:31].[CH3:32][Si:33]([CH3:34])([CH3:35])[C:36]#[CH:37].[Cu:44][I:45].[O:46]=[CH:47][N:48]([CH3:49])[CH3:50].[c:8]1([P:9]([c:10]2[cH:11][cH:12][cH:13][cH:14][cH:15]2)[c:16]2[cH:17][cH:18][cH:19][cH:20][cH:21]2)[cH:22][cH:23][cH:24][cH:25][cH:26]1>>[c:2]1([C:37]#[C:36][Si:33]([CH3:32])([CH3:34])[CH3:35])[cH:3][se:4][cH:5][c:6]1[Br:7].